Task: describe an organic reaction: reactants, conditions, products, and yield. Dataset: the Open Reaction Database (ORD), a public repository of structured organic reaction records Starting materials: [CH2]C, C1CCOC1, CC(=O)O, CC(C)[N-]C(C)C, CCn1c(=O)ccc2cnc(F)cc21, [Li+], Nc1ccc(N2CCCCC2)cc1. The product is CCn1c(=O)ccc2cnc(Nc3ccc(N4CCCCC4)cc3)cc21. RXN SMILES: [CH2:15][CH3:16].[CH2:38]1[O:39][CH2:40][CH2:41][CH2:42]1.[CH3:43][C:44](=[O:45])[OH:46].[CH:30]([N-:31][CH:32]([CH3:33])[CH3:34])([CH3:35])[CH3:36].[F:1][c:2]1[n:3][cH:4][c:5]2[cH:6][cH:7][c:8](=[O:14])[n:9]([CH2:12][CH3:13])[c:10]2[cH:11]1.[Li+:37].[N:17]1([c:23]2[cH:24][cH:25][c:26]([NH2:27])[cH:28][cH:29]2)[CH2:18][CH2:19][CH2:20][CH2:21][CH2:22]1>>[c:2]1([NH:27][c:26]2[cH:25][cH:24][c:23]([N:17]3[CH2:18][CH2:19][CH2:20][CH2:21][CH2:22]3)[cH:29][cH:28]2)[n:3][cH:4][c:5]2[cH:6][cH:7][c:8](=[O:14])[n:9]([CH2:12][CH3:13])[c:10]2[cH:11]1. Reactants: CC(C)(C)OC(=O)N1C(C(OCc2ccccc2)C(Cc2cccc(OCc3ccccc3)c2)N(Cc2ccccc2)Cc2ccccc2)COC1(C)C, O=C([O-])O, C1COCCO1, Cl, [Na+], O. Product: NC(CO)C(OCc1ccccc1)C(Cc1cccc(OCc2ccccc2)c1)N(Cc1ccccc1)Cc1ccccc1. As a reaction SMILES: [C:1]([O:2][C:3](=[O:7])[N:8]1[C:4]([CH3:5])([CH3:6])[O:10][CH2:11][CH:12]1[CH:13]([CH:14]([CH2:15][c:16]1[cH:17][c:18]([O:22][CH2:23][c:24]2[cH:25][cH:26][cH:27][cH:28][cH:29]2)[cH:19][cH:20][cH:21]1)[N:30]([CH2:31][c:32]1[cH:33][cH:34][cH:35][cH:36][cH:37]1)[CH2:38][c:39]1[cH:40][cH:41][cH:42][cH:43][cH:44]1)[O:45][CH2:46][c:47]1[cH:48][cH:49][cH:50][cH:51][cH:52]1)([CH3:9])([CH3:53])[CH3:54].[C:56](=[O:57])([OH:58])[O-:59].[CH2:62]1[O:63][CH2:64][CH2:65][O:66][CH2:67]1.[ClH:61].[Na+:60].[OH2:55]>>[NH2:8][CH:12]([CH2:11][OH:10])[CH:13]([CH:14]([CH2:15][c:16]1[cH:17][c:18]([O:22][CH2:23][c:24]2[cH:25][cH:26][cH:27][cH:28][cH:29]2)[cH:19][cH:20][cH:21]1)[N:30]([CH2:31][c:32]1[cH:33][cH:34][cH:35][cH:36][cH:37]1)[CH2:38][c:39]1[cH:40][cH:41][cH:42][cH:43][cH:44]1)[O:45][CH2:46][c:47]1[cH:48][cH:49][cH:50][cH:51][cH:52]1. Product: C1(=CC=CC=C1)S(=O)(=O)N1C=C(C=C1)C=O (1-Phenylsulfonylpyrrole-3-carbaldehyde). Reactants: COC1OC(CC1C=O)OC (2,5-dimethoxytetrahydrofuran-3-carbaldehyde), C1(=CC=CC=C1)S(=O)(=O)N (phenylsulfonamide), C1(=CC=C(C=C1)S(=O)(=O)O)C (4-toluenesulfonic acid), O (water). The solvent is C1(=CC=CC=C1)C (toluene). Yield: 88.2%. Procedure details: A solution of 5.91 g (0.037 mol) of 2,5-dimethoxytetrahydrofuran-3-carbaldehyde, 5.80 g (0.037 mol) of phenylsulfonamide and a spatula tip of 4-toluenesulfonic acid in 50 ml of toluene was refluxed with a water trap until water no longer separated out. The reaction mixture was washed three times with water. The organic phase was dried over magnesium sulfate with addition of activated carbon and silica gel and concentrated in vacuo. 7.68 g of a brown resin were obtained. RXN SMILES: C[O:2][CH:3]1[CH:7]([CH:8]=O)[CH2:6][CH:5](OC)O1.[C:12]1([S:18]([NH2:21])(=[O:20])=[O:19])[CH:17]=[CH:16][CH:15]=[CH:14][CH:13]=1.C1(C)C=CC(S(O)(=O)=O)=CC=1.O>C1(C)C=CC=CC=1>[C:12]1([S:18]([N:21]2[CH:5]=[CH:6][C:7]([CH:3]=[O:2])=[CH:8]2)(=[O:20])=[O:19])[CH:17]=[CH:16][CH:15]=[CH:14][CH:13]=1. The reactants are NCCNC(=O)C=1SC=CC1NC1=C2C(=NC=C1)NC=C2 (3-(1H-Pyrrolo[2,3-b]pyridin-4-ylamino)-thiophene-2-carboxylic acid (2-amino-ethyl)-amide), N[C@H](CO)CC(C)C ((2S)-2-amino-4-methylpentan-1-ol). Product: OC[C@H](CC(C)C)NC(=O)C=1SC=CC1NC1=C2C(=NC=C1)NC=C2 (3-(1H-Pyrrolo[2,3-b]pyridin-4-ylamino)-thiophene-2-carboxylic acid ((S)-1-hydroxymethyl-3-methyl-butyl)-amide). RXN SMILES: NCCN[C:5]([C:7]1[S:8][CH:9]=[CH:10][C:11]=1[NH:12][C:13]1[CH:18]=[CH:17][N:16]=[C:15]2[NH:19][CH:20]=[CH:21][C:14]=12)=[O:6].[NH2:22][C@@H:23]([CH2:26][CH:27]([CH3:29])[CH3:28])[CH2:24][OH:25]>>[OH:25][CH2:24][C@@H:23]([NH:22][C:5]([C:7]1[S:8][CH:9]=[CH:10][C:11]=1[NH:12][C:13]1[CH:18]=[CH:17][N:16]=[C:15]2[NH:19][CH:20]=[CH:21][C:14]=12)=[O:6])[CH2:26][CH:27]([CH3:29])[CH3:28]. Reported procedure: This compound was prepared in an analogous manner as 3-(1H-Pyrrolo[2,3-b]pyridin-4-ylamino)-thiophene-2-carboxylic acid (2-amino-ethyl)-amide using (2S)-2-amino-4-methylpentan-1-ol instead of tert-butyl-2-amino ethyl carbamate. LCMS (ESI) 359 (M+H) 1H NMR (400 MHz, DMSO-d6) δ ppm 11.51 (1H, br. s.) 10.23 (1H, s) 8.00 (1H, d, J=5.37 Hz) 7.78 (1H, d, J=5.37 Hz) 7.62 (1H, d, J=8.59 Hz) 7.45 (1H, d, J=5.37 Hz) 7.30 (1H, dd, J=3.12, 1.85 Hz) 6.75 (1H, d, J=5.47 Hz) 6.42 (1H, d, J=2.73 Hz) 4.68 (1H, t... The reactants are ClC1=C(C=CC=C1F)B(O)O (2-chloro-3-fluorophenylboronic acid), C1(CCCCC1)P(C1=C(C=CC=C1)C1=C(C=CC=C1OC)OC)C1CCCCC1 (2-dicyclohexylphosphino-2′,6′-dimethoxybiphenyl), BrC1=C(C=C(C(=O)OC)C=C1)COC (Methyl 4-bromo-3-(methoxymethyl)benzoate), FC=1C(=C(C=CC1)C1=C(C=C(C=C1)C(=O)O)COC)C (3′-fluoro-2-(methoxymethyl)-2′-methylbiphenyl-4-carboxylic acid), ClC1=C(C=CC=C1F)B(O)O (2-chloro-3-fluorophenylboronic acid), [F-].[Cs+] (cesium fluoride), C1(CCCCC1)P(C1=C(C=CC=C1)C1=C(C=CC=C1OC)OC)C1CCCCC1 (2-dicyclohexylphosphino-2′,6′-dimethoxybiphenyl). The reagents and catalysts are C(C)(=O)[O-].[Pd+2].C(C)(=O)[O-] (palladium acetate), C(C)(=O)[O-].[Pd+2].C(C)(=O)[O-] (palladium acetate). Run in O1CCOCC1 (dioxane), CC(C)(C)OC (MTBE), O (water). Conditions: temperature 90 celsius. Product: ClC1=C(C=CC=C1F)C1=C(C=C(C=C1)C(=O)OC)COC (methyl 2′-chloro-3′-fluoro-2-(methoxymethyl)biphenyl-4-carboxylate). RXN SMILES: Br[C:2]1[CH:11]=[CH:10][C:5]([C:6]([O:8][CH3:9])=[O:7])=[CH:4][C:3]=1[CH2:12][O:13][CH3:14].FC1C(C)=C(C2C=CC(C(O)=O)=CC=2COC)C=CC=1.[Cl:35][C:36]1[C:41]([F:42])=[CH:40][CH:39]=[CH:38][C:37]=1B(O)O.[F-].[Cs+].C1(P(C2CCCCC2)C2C=CC=CC=2C2C(OC)=CC=CC=2OC)CCCCC1>O1CCOCC1.O.CC(OC)(C)C.C([O-])(=O)C.[Pd+2].C([O-])(=O)C>[Cl:35][C:36]1[C:41]([F:42])=[CH:40][CH:39]=[CH:38][C:37]=1[C:2]1[CH:11]=[CH:10][C:5]([C:6]([O:8][CH3:9])=[O:7])=[CH:4][C:3]=1[CH2:12][O:13][CH3:14] |f:3.4,9.10.11|. Procedure: A mixture of methyl 4-bromo-3-(methoxymethyl)benzoate (Intermediate 1, Step 2, 3.00 g, 11.6 mmol), 2-chloro-3-fluorophenylboronic acid (2.42 g, 13.9 mmol), cesium fluoride (5.27 g, 34.7 mmol), palladium acetate (52 mg, 0.23 mmol) and 2-dicyclohexylphosphino-2′,6′-dimethoxybiphenyl (285 mg, 0.69 mmol) was prepared in dioxane (30 mL) and water (15 mL), and then heated at 90° C. for 1 hour. Additional amounts of 2-chloro-3-fluorophenylboronic acid (2.42 g, 13.9 mmol), palladium acetate (52 mg, 0.23... Reactants: C(C)(C)N(CC)C(C)C (diisopropylethylamine), CN (methylamine), CC1=C(C=C(C(=O)O)C=C1)C=1C=C2C=NN=C(C2=CC1)N1CCOCC1 (4-Methyl-3-(1-morpholinophthalazin-6-yl)benzoic acid). Solvent: C1CCOC1 (THF), S(=O)(Cl)Cl (thionyl chloride), CCOC(=O)C (EtOAc). Run at temperature 65 celsius, time 3 hour. The product is CNC(C1=CC(=C(C=C1)C)C=1C=C2C=NN=C(C2=CC1)N1CCOCC1)=O (N,4-dimethyl-3-(1-morpholinophthalazin-6-yl)benzamide). RXN SMILES: [CH3:1][C:2]1[CH:10]=[CH:9][C:5]([C:6](O)=[O:7])=[CH:4][C:3]=1[C:11]1[CH:12]=[C:13]2[C:18](=[CH:19][CH:20]=1)[C:17]([N:21]1[CH2:26][CH2:25][O:24][CH2:23][CH2:22]1)=[N:16][N:15]=[CH:14]2.[CH:27]([N:30](C(C)C)CC)(C)C.CN>S(Cl)(Cl)=O.C1COCC1.CCOC(C)=O>[CH3:27][NH:30][C:6](=[O:7])[C:5]1[CH:9]=[CH:10][C:2]([CH3:1])=[C:3]([C:11]2[CH:12]=[C:13]3[C:18](=[CH:19][CH:20]=2)[C:17]([N:21]2[CH2:26][CH2:25][O:24][CH2:23][CH2:22]2)=[N:16][N:15]=[CH:14]3)[CH:4]=1. Procedure: 4-Methyl-3-(1-morpholinophthalazin-6-yl)benzoic acid (100 mg, 286 μmol) was dissolved in thionyl chloride (5.7 mL) and heated to 65° C. for 1 h. The reaction was then concentrated in vacuo, dissolved in tetrahydrofuran 99.9% (5.7 mL) and diisopropylethylamine (150 μL, 859 μmol) and methylamine, 2.0 m solution in THF (0.7 mL) were added. The reaction mixture was stirred for 3 h at ambient temperature. The reaction mixture was diluted with 50 mL of EtOAc, added to an addition funnel and partitione... Reactants: C1CN1, CCOC(C)=O, NC(=O)c1cc([N+](=O)[O-])c(Cl)c([N+](=O)[O-])c1. Yields the product NC(=O)c1cc([N+](=O)[O-])c(N2CC2)c([N+](=O)[O-])c1. Reaction SMILES: [CH2:17]1[CH2:18][NH:19]1.[CH3:20][CH2:21][O:22][C:23]([CH3:24])=[O:25].[Cl:1][c:2]1[c:3]([N+:14](=[O:15])[O-:16])[cH:4][c:5]([C:6](=[O:7])[NH2:8])[cH:9][c:10]1[N+:11](=[O:12])[O-:13]>>[c:2]1([N:19]2[CH2:17][CH2:18]2)[c:3]([N+:14](=[O:15])[O-:16])[cH:4][c:5]([C:6](=[O:7])[NH2:8])[cH:9][c:10]1[N+:11](=[O:12])[O-:13]. Reactants: C[Mg]Br (methyl magnesium bromide), [Cl-].[NH4+] (ammonium chloride), BrCC#CCC=C(CCCCC)C (1-bromo-6-methyl-undec-2-yn-5-ene), ClCCCCCCC#C (1-chloro-7-octyne), cuprous chloride. The solvent is O1CCCC1 (tetrahydrofuran), O1CCCC1 (tetrahydrofuran), O1CCCC1 (tetrahydrofuran), CCOCC (Ether). The product is ClCCCCCCC#CCC#CCC=C(CCCCC)C (1-Chloro-14-methyl-nonadeca-7,10-diyn-13-ene). As a reaction SMILES: C[Mg]Br.[Cl:4][CH2:5][CH2:6][CH2:7][CH2:8][CH2:9][CH2:10][C:11]#[CH:12].Br[CH2:14][C:15]#[C:16][CH2:17][CH:18]=[C:19]([CH3:25])[CH2:20][CH2:21][CH2:22][CH2:23][CH3:24].[Cl-].[NH4+]>CCOCC.O1CCCC1>[Cl:4][CH2:5][CH2:6][CH2:7][CH2:8][CH2:9][CH2:10][C:11]#[C:12][CH2:14][C:15]#[C:16][CH2:17][CH:18]=[C:19]([CH3:25])[CH2:20][CH2:21][CH2:22][CH2:23][CH3:24] |f:3.4|. Procedure: To 21 ml. of 3M ethereal methyl magnesium bromide in 47.5 ml. of dry tetrahydrofuran under nitrogen was added 9.2 g. of 1-chloro-7-octyne in 15 ml. of tetrahydrofuran. The mixture was heated under reflux for 30 min., then was allowed to cool to room temperature during another 30 minutes after which 365 mg. of cuprous chloride was added. The mixture was heated under reflux for 20 min., then a solution of 14 g. of 1-bromo-6-methyl-undec-2-yn-5-ene in 12.9 ml. of tetrahydrofuran was added. The mixt... Reactants: C(C)(C)N(C(C)C)CC (N,N-diisopropylethylamine), BrCCCCCCCOCCCC=1C=C(C=CC1)S(=O)(=O)N (3-{3-[(7-bromoheptyl)oxy]propyl}benzenesulfonamide), C(C1=CC=CC=C1)NC[C@H](O)C1=C2C=CC(NC2=C(C=C1)OCC1=CC=CC=C1)=O (5-[(1R)-2-(Benzylamino)-1-hydroxyethyl]-8-(benzyloxy)quinolin-2(1H)-one). Run in O (water), C(C)#N (acetonitrile). Product: C(C1=CC=CC=C1)N(CCCCCCCOCCCC=1C=C(C=CC1)S(=O)(=O)N)C[C@H](O)C1=C2C=CC(NC2=C(C=C1)OCC1=CC=CC=C1)=O (3-(3-{[7-(Benzyl{(2R)-2-[8-(benzyloxy)-2-oxo-1,2-dihydroquinolin-5-yl]-2-hydroxyethyl}amino)heptyl]oxy}propyl)benzenesulfonamide). The yield is 46.1%. Reaction SMILES: [CH2:1]([NH:8][CH2:9][C@@H:10]([C:12]1[CH:21]=[CH:20][C:19]([O:22][CH2:23][C:24]2[CH:29]=[CH:28][CH:27]=[CH:26][CH:25]=2)=[C:18]2[C:13]=1[CH:14]=[CH:15][C:16](=[O:30])[NH:17]2)[OH:11])[C:2]1[CH:7]=[CH:6][CH:5]=[CH:4][CH:3]=1.C(N(CC)C(C)C)(C)C.Br[CH2:41][CH2:42][CH2:43][CH2:44][CH2:45][CH2:46][CH2:47][O:48][CH2:49][CH2:50][CH2:51][C:52]1[CH:53]=[C:54]([S:58]([NH2:61])(=[O:60])=[O:59])[CH:55]=[CH:56][CH:57]=1>C(#N)C.O>[CH2:1]([N:8]([CH2:9][C@@H:10]([C:12]1[CH:21]=[CH:20][C:19]([O:22][CH2:23][C:24]2[CH:29]=[CH:28][CH:27]=[CH:26][CH:25]=2)=[C:18]2[C:13]=1[CH:14]=[CH:15][C:16](=[O:30])[NH:17]2)[OH:11])[CH2:41][CH2:42][CH2:43][CH2:44][CH2:45][CH2:46][CH2:47][O:48][CH2:49][CH2:50][CH2:51][C:52]1[CH:53]=[C:54]([S:58]([NH2:61])(=[O:60])=[O:59])[CH:55]=[CH:56][CH:57]=1)[C:2]1[CH:7]=[CH:6][CH:5]=[CH:4][CH:3]=1. Procedure details: 5-[(1R)-2-(Benzylamino)-1-hydroxyethyl]-8-(benzyloxy)quinolin-2(1H)-one (48 mg) was dissolved in acetonitrile (2 ml). N,N-diisopropylethylamine (0.042 ml), and 3-{3-[(7-bromoheptyl)oxy]propyl}benzenesulfonamide (43 mg) were added to the solution, which was heated at reflux for 72 h under nitrogen. The mixture was diluted with water and extracted with ethyl acetate. The organic extracts were combined, dried (MgSO4) and evaporated in vacuo. The residue was purified on a silica SPE cartridge elutin... Reactants: NC1CCN(CC1)C(=O)OC(C)(C)C (4-amino-1-Boc-piperidine), ClC1=NC(=CC=C1[N+](=O)[O-])OC (2-chloro-6-methoxy-3-nitro-pyridine), C(=O)([O-])[O-].[K+].[K+] (K2CO3). Solvent: CC#N (MeCN), CN(C)C=O (DMF). Run at temperature 60 celsius. Product: C(C)(C)(C)OC(=O)N1CCC(CC1)NC1=NC(=CC=C1[N+](=O)[O-])OC (4-(6-methoxy-3-nitro-pyridin-2-ylamino)-piperidine-1-carboxylic acid tert-butyl ester). RXN SMILES: [NH2:1][CH:2]1[CH2:7][CH2:6][N:5]([C:8]([O:10][C:11]([CH3:14])([CH3:13])[CH3:12])=[O:9])[CH2:4][CH2:3]1.Cl[C:16]1[C:21]([N+:22]([O-:24])=[O:23])=[CH:20][CH:19]=[C:18]([O:25][CH3:26])[N:17]=1.C([O-])([O-])=O.[K+].[K+]>CC#N.CN(C=O)C>[C:11]([O:10][C:8]([N:5]1[CH2:4][CH2:3][CH:2]([NH:1][C:16]2[C:21]([N+:22]([O-:24])=[O:23])=[CH:20][CH:19]=[C:18]([O:25][CH3:26])[N:17]=2)[CH2:7][CH2:6]1)=[O:9])([CH3:14])([CH3:13])[CH3:12] |f:2.3.4|. Procedure: A mixture of 4-amino-1-Boc-piperidine (commercial; 6.7 g, 35 mmol), 2-chloro-6-methoxy-3-nitro-pyridine (1 eq.) and K2CO3 (1 eq.) in MeCN (100 mL) and DMF (30 mL) was heated at 60° C. for 3 h. The mixture was filtered and concentrated in vacuo. The residue was taken up in ether/water 1:1, the org. phase dried over MgSO4 and concentrated. The residue was triturated with EA and filtered to afford 4.5 g of pure product. The filtrate was concentrated and purified by CC (Hept/EA 9:1, 4:1, 2:1) to giv...